This data is from the Open Reaction Database (ORD), a public repository of structured organic reaction records. The task is: describe an organic reaction: reactants, conditions, products, and yield Reaction SMILES: [CH2:1]([O:8][C@H:9]([CH3:28])[C@H:10]([NH2:27])[C:11]1[N:15]([C:16]2[CH:21]=[CH:20][CH:19]=[CH:18][CH:17]=2)[C:14]2[CH:22]=[C:23]([F:26])[CH:24]=[CH:25][C:13]=2[N:12]=1)[C:2]1[CH:7]=[CH:6][CH:5]=[CH:4][CH:3]=1.Cl[C:30]1[N:38]=[CH:37][N:36]=[C:35]2[C:31]=1[N:32]=[CH:33][N:34]2C1CCCCO1.CCN(C(C)C)C(C)C>C(O)CCC>[CH2:1]([O:8][C@H:9]([CH3:28])[C@H:10]([NH:27][C:30]1[N:38]=[CH:37][N:36]=[C:35]2[C:31]=1[NH:32][CH:33]=[N:34]2)[C:11]1[N:15]([C:16]2[CH:21]=[CH:20][CH:19]=[CH:18][CH:17]=2)[C:14]2[CH:22]=[C:23]([F:26])[CH:24]=[CH:25][C:13]=2[N:12]=1)[C:2]1[CH:3]=[CH:4][CH:5]=[CH:6][CH:7]=1. Procedure: A mixture of (1R,2R)-2-benzyloxy-1-(6-fluoro-1-phenyl-1H-benzoimidazol-2-yl)propylamine (100 mg, 0.27 mmol), 6-chloro-9-(tetrahydropyran-2-yl)-9H-purine (65 mg, 0.27 mmol) and DIPEA (240 μL, 1.35 mmol) in n-butanol (1 mL) was heated at 90° C. in a sealed vial for 18 h. After cooling to RT, the volatiles were removed in vacuo and the resulting residue loaded onto an Isolute® SCX-2 cartridge then washed with MeOH followed by 2M NH3/MeOH. The product containing fractions were combined and concentra... The product is C(C1=CC=CC=C1)O[C@@H]([C@@H](C1=NC2=C(N1C1=CC=CC=C1)C=C(C=C2)F)NC2=C1NC=NC1=NC=N2)C ([(1R,2R)-2-Benzyloxy-1-(6-fluoro-1-phenyl-1H-benzoimidazol-2-yl)propyl]-(7H-purin-6-yl)amine). Isolated yield 96.1%. Run in C(CCC)O (n-butanol). Starting materials: C(C1=CC=CC=C1)O[C@@H]([C@@H](C1=NC2=C(N1C1=CC=CC=C1)C=C(C=C2)F)N)C ((1R,2R)-2-benzyloxy-1-(6-fluoro-1-phenyl-1H-benzoimidazol-2-yl)propylamine), ClC1=C2N=CN(C2=NC=N1)C1OCCCC1 (6-chloro-9-(tetrahydropyran-2-yl)-9H-purine), CCN(C(C)C)C(C)C (DIPEA). Reaction conditions: temperature 90 celsius.